From a dataset of the Open Reaction Database (ORD), a public repository of structured organic reaction records. describe an organic reaction: reactants, conditions, products, and yield Reactants: trifluoro-methanesulfonic acid 6-(tert-butyl-dimethyl-silanyloxymethyl)-4-oxo-4H-pyran-3-yl, O1C=C(C=C1)B(O)O (furan-3-boronic acid), tetrakistriphenylphosphine palladium, C([O-])([O-])=O.[Cs+].[Cs+] (cesium carbonate), [Br-].[K+] (potassium bromide), O1CCOCC1 (dioxane), [F-].C(CCC)[N+](CCCC)(CCCC)CCCC (tetrabutylammonium fluoride). Run in [Cl-].[NH4+] (ammonium chloride), O (water), O1CCCC1 (tetrahydrofuran), O1CCCC1 (tetrahydrofuran). Run at temperature 60 celsius, time 8 hour. Yields the product OCC=1OC=C(C(C1)=O)C1=COC=C1 (2-Hydroxymethyl-5-furan-3-yl-pyran-4-one). Reaction SMILES: [O:1]1[CH:5]=[CH:4][C:3](B(O)O)=[CH:2]1.[C:9](=[O:12])([O-])[O-].[Cs+].[Cs+].[Br-].[K+].[F-].[CH2:18]([N+](CCCC)(CCCC)CCCC)CCC.[O:35]1[CH2:40][CH2:39][O:38][CH2:37][CH2:36]1>[Cl-].[NH4+].O1CCCC1.O>[OH:35][CH2:36][C:37]1[O:38][CH:39]=[C:40]([C:3]2[CH:4]=[CH:5][O:1][CH:2]=2)[C:9](=[O:12])[CH:18]=1 |f:1.2.3,4.5,6.7,9.10|. Procedure: A mixture of trifluoro-methanesulfonic acid 6-(tert-butyl-dimethyl-silanyloxymethyl)-4-oxo-4H-pyran-3-yl ester1 (6.94 g, 17.8 mmole), furan-3-boronic acid (4.0 g, 35.7 mmole), tetrakistriphenylphosphine palladium (1.024 g, 0.87 mmole), cesium carbonate (16.32 g, 50.1 mmole) and potassium bromide (10.63 g, 89.3 mmole) in (250 mL) dioxane (250 mL) is heated to 60° C. and stirred overnight. The reaction mixture is cooled to room temperature and diluted with saturated aqueous ammonium chloride and e... Starting materials: O=C1CCC(=O)N1Br, CCCC[N+](CCCC)(CCCC)CCCC, CCOC(C)=O, ClCCl, [F-], CCOC(=O)c1cc2ccsc2[nH]1. The product is CCOC(=O)c1[nH]c2sccc2c1Br. As a reaction SMILES: [Br:32][N:33]1[C:34](=[O:35])[CH2:36][CH2:37][C:38]1=[O:39].[CH2:15]([N+:16]([CH2:17][CH2:18][CH2:19][CH3:20])([CH2:21][CH2:22][CH2:23][CH3:24])[CH2:25][CH2:26][CH2:27][CH3:28])[CH2:29][CH2:30][CH3:31].[CH3:40][CH2:41][O:42][C:43]([CH3:44])=[O:45].[Cl:46][CH2:47][Cl:48].[F-:14].[s:1]1[cH:2][cH:3][c:4]2[c:5]1[nH:6][c:7]([C:9](=[O:10])[O:11][CH2:12][CH3:13])[cH:8]2>>[s:1]1[cH:2][cH:3][c:4]2[c:5]1[nH:6][c:7]([C:9](=[O:10])[O:11][CH2:12][CH3:13])[c:8]2[Br:32]. The reactants are chromic anhydride, [Mg] (magnesium), CNC1=C(C=O)C=CC=C1 (N-methylaminobenzaldehyde), Grignard reagent, resultant solution, CNC1=CC=C(C(C2=CC=C(C=C2)[Si](C)(C)C)O)C=C1 (4-methylamino-4'-trimethylsilylbenzhydrol), C[Si](C1=CC=C(C=C1)Cl)(C)C (4-trimethylsilylchlorobenzene). Run in N1=CC=CC=C1 (pyridine), O (water), O (water), N1=CC=CC=C1 (pyridine). Yields the product CNC1=CC=C(C(C2=CC=C(C=C2)[Si](C)(C)C)O)C=C1 (4-Methylamino-4'-trimethylsilylbenzhydrol), CNC1=CC=C(C(=O)C2=CC=C(C=C2)[Si](C)(C)C)C=C1 (4-methylamino-4'-trimethylsilyl benzophenone). Reaction SMILES: C[Si](C)(C)C1C=CC(Cl)=CC=1.[Mg].CNC1C=CC=CC=1C=O.[CH3:23][NH:24][C:25]1[CH:42]=[CH:41][C:28]([CH:29]([OH:40])[C:30]2[CH:35]=[CH:34][C:33]([Si:36]([CH3:39])([CH3:38])[CH3:37])=[CH:32][CH:31]=2)=[CH:27][CH:26]=1>N1C=CC=CC=1.O>[CH3:23][NH:24][C:25]1[CH:26]=[CH:27][C:28]([CH:29]([OH:40])[C:30]2[CH:35]=[CH:34][C:33]([Si:36]([CH3:37])([CH3:39])[CH3:38])=[CH:32][CH:31]=2)=[CH:41][CH:42]=1.[CH3:23][NH:24][C:25]1[CH:26]=[CH:27][C:28]([C:29]([C:30]2[CH:35]=[CH:34][C:33]([Si:36]([CH3:38])([CH3:37])[CH3:39])=[CH:32][CH:31]=2)=[O:40])=[CH:41][CH:42]=1. Procedure details: 4-Methylamino-4'-trimethylsilylbenzhydrol was prepared by a Grignard reagent formulated from 0.2 mole of 4-trimethylsilylchlorobenzene and 0.2 mole of magnesium with 0.2 mole of N-methylaminobenzaldehyde. 0.4 mole of the thus obtained 4-methylamino-4'-trimethylsilylbenzhydrol was dissolved in pyridine, and to the resultant solution was added, dropwise over a period of 40 hours at room temperature, an oxidizing agent prepared by adding 125 ml of pyridine to a solution of 7.5 ml of water and 12.5 ... The reactants are NC1=CC=CC=C1 (aniline), [N+](=O)(O)[O-] (nitric acid), N#CN (cyanamide). Run in C(C)O (ethyl alcohol). Reaction conditions: temperature 0 celsius. Yields the product [N+](=O)(O)[O-].C1(=CC=CC=C1)NC(=N)N (Phenyl guanidine nitrate). RXN SMILES: [NH2:1][C:2]1[CH:7]=[CH:6][CH:5]=[CH:4][CH:3]=1.[N+:8]([O-:11])([OH:10])=[O:9].[N:12]#[C:13][NH2:14]>C(O)C>[N+:8]([O-:11])([OH:10])=[O:9].[C:2]1([NH:1][C:13]([NH2:14])=[NH:12])[CH:7]=[CH:6][CH:5]=[CH:4][CH:3]=1 |f:4.5|. Procedure: Phenyl guanidine nitrate is prepared from a mixture of 12.8 g (0.1 mole) of aniline, 9.0 g of concentrated nitric acid (equivalent to 0.1 mole of HNO3), 12.6 g of a 50 percent aqueous cyanamide solution (equivalent to 0.15 mole of cyanamide) and 100 ml of ethyl alcohol which is heated under reflux for 20 hours. The reaction mixture is then cooled to 0°C for 5 hours and the precipitated product is collected on a filter. The product is purified by recrystallization from ethyl alcohol. The purified... Starting materials: FC1=CC=C(C=C1)C(C(=O)O)(O)C1=CC=C(C=C1)F (bis(4-fluoro phenyl) (hydroxy)acetic acid), NCCCN1CCC(CC1)C=1C(=CC(=C(C1)NC(C(C)C)=O)F)F (N-{5-[1-(3-aminopropyl)-4-piperidinyl]-2,4-difluoro phenyl}-2-methyl propanamide). Product: FC1=CC=C(C=C1)C(C(=O)NCCCN1CCC(CC1)C=1C(=CC(=C(C1)NC(C(C)C)=O)F)F)(O)C1=CC=C(C=C1)F (N-{5-[1-(3-{[bis(4-fluorophenyl)(hydroxy)acetyl]amino}propyl)-4-piperidinyl]-2,4-difluoro phenyl}-2-methylpropanamide). As a reaction SMILES: [F:1][C:2]1[CH:7]=[CH:6][C:5]([C:8]([C:13]2[CH:18]=[CH:17][C:16]([F:19])=[CH:15][CH:14]=2)([OH:12])[C:9]([OH:11])=O)=[CH:4][CH:3]=1.[NH2:20][CH2:21][CH2:22][CH2:23][N:24]1[CH2:29][CH2:28][CH:27]([C:30]2[C:31]([F:43])=[CH:32][C:33]([F:42])=[C:34]([NH:36][C:37](=[O:41])[CH:38]([CH3:40])[CH3:39])[CH:35]=2)[CH2:26][CH2:25]1>>[F:19][C:16]1[CH:17]=[CH:18][C:13]([C:8]([C:5]2[CH:4]=[CH:3][C:2]([F:1])=[CH:7][CH:6]=2)([OH:12])[C:9]([NH:20][CH2:21][CH2:22][CH2:23][N:24]2[CH2:25][CH2:26][CH:27]([C:30]3[C:31]([F:43])=[CH:32][C:33]([F:42])=[C:34]([NH:36][C:37](=[O:41])[CH:38]([CH3:40])[CH3:39])[CH:35]=3)[CH2:28][CH2:29]2)=[O:11])=[CH:14][CH:15]=1. Procedure details: Example 160 was prepared from bis(4-fluoro phenyl) (hydroxy)acetic acid and N-{5-[1-(3-aminopropyl)-4-piperidinyl]-2,4-difluoro phenyl}-2-methyl propanamide according to the procedures described in Scheme 12: 1H NMR (400 MHz, CDCl3) δ 9.31 (s, br, 1 H), 8.44–8.33 (m, 1 H), 7.59–7.45 (m, 4 H), 7.39 (s, 1 H), 6.97 (t, 4 H, J=8.8 Hz), 6.80 (t, 1 H, J=9.6 Hz), 5.61–5.36 (br, 1 H), 3.57–3.43 (m, 2 H), 3.14–2.99 (m, 2 H), 2.99–2.84 (m, 1 H), 2.62–2.47 (m, 2 H), 2.47–2.29 (m, 1 H), 2.14–1.93 (m, 4 H), ... Starting materials: C=CC#N, C1CN2CCN1CC2, CCOCC, O=Cc1cc(Cl)ccc1O. Yields the product N#CC1=Cc2cc(Cl)ccc2OC1. As a reaction SMILES: [CH2:11]=[CH:12][C:13]#[N:14].[CH2:15]1[N:16]2[CH2:17][CH2:18][N:19]([CH2:20][CH2:21]2)[CH2:22]1.[CH3:23][CH2:24][O:25][CH2:26][CH3:27].[Cl:1][c:2]1[cH:3][cH:4][c:5]([OH:10])[c:6]([CH:7]=[O:8])[cH:9]1>>[Cl:1][c:2]1[cH:3][cH:4][c:5]2[c:6]([cH:9]1)[CH:7]=[C:12]([C:13]#[N:14])[CH2:11][O:10]2. Reactants: CCOC(=O)C1C(C=C(Cl)Cl)C1(C)C, [K+], [OH-], O. Yields the product CC1(C)C(C=C(Cl)Cl)C1C(=O)O. RXN SMILES: [CH2:1]([CH3:2])[O:3][C:4](=[O:5])[CH:6]1[C:7]([CH3:13])([CH3:14])[CH:8]1[CH:9]=[C:10]([Cl:11])[Cl:12].[K+:16].[OH-:15].[OH2:17]>>[O:3]=[C:4]([OH:5])[CH:6]1[C:7]([CH3:13])([CH3:14])[CH:8]1[CH:9]=[C:10]([Cl:11])[Cl:12]. Product: C(#N)C1=CC=C(C=N1)C(=O)OC (methyl 6-cyanopyridine-3-carboxylate). The reactants are C([O-])([O-])=O.[K+].[K+] (Potassium carbonate), CI (methyl iodide), C(#N)C1=CC=C(C=N1)C(=O)O (6-cyanopyridine-3-carboxylic acid). The solvent is CC(=O)C (acetone). Procedure: Potassium carbonate (6.1 g, 43.9 mmol) and methyl iodide (21 mL, 338 mmol) were added sequentially to a solution comprising 6-cyanopyridine-3-carboxylic acid (5 g, 33.8 mmol) in acetone (300 mL). The mixture was heated at reflux for 15 hours and concentrated under reduced pressure. The residue was partioned between ether and saturated sodium bicarbonate. The organic layer was washed with water, dried (MgSO4), filtered and concentrated under reduced pressure to provide methyl 6-cyanopyridine-3-ca... Isolated yield 80.2%. RXN SMILES: [C:1](=O)([O-])[O-].[K+].[K+].CI.[C:9]([C:11]1[N:16]=[CH:15][C:14]([C:17]([OH:19])=[O:18])=[CH:13][CH:12]=1)#[N:10]>CC(C)=O>[C:9]([C:11]1[N:16]=[CH:15][C:14]([C:17]([O:19][CH3:1])=[O:18])=[CH:13][CH:12]=1)#[N:10] |f:0.1.2|.